This data is from the Open Reaction Database (ORD), a public repository of structured organic reaction records. The task is: describe an organic reaction: reactants, conditions, products, and yield The reactants are II (iodine), C(C)(C)[C@H](C(=O)O)CC1=CC(=C(C=C1)OC)OCCCOC (2(R)-isopropyl-3-[4-methoxy-3-(3-methoxypropyloxy)-phenyl]-propionic acid), [BH4-].[Na+] (sodium borohydride), CO (methanol). Solvent: O1CCCC1 (tetrahydrofuran), O1CCCC1 (tetrahydrofuran), O1CCCC1 (tetrahydrofuran). Conditions: time 4 day. The product is C(C)(C)[C@H](CO)CC1=CC(=C(C=C1)OC)OCCCOC (2(R)-Isopropyl-3-[4-methoxy-3-(3-methoxypropyloxy)-phenyl]-propanol). As a reaction SMILES: [CH:1]([C@@H:4]([CH2:8][C:9]1[CH:14]=[CH:13][C:12]([O:15][CH3:16])=[C:11]([O:17][CH2:18][CH2:19][CH2:20][O:21][CH3:22])[CH:10]=1)[C:5](O)=[O:6])([CH3:3])[CH3:2].[BH4-].[Na+].II.CO>O1CCCC1>[CH:1]([C@@H:4]([CH2:8][C:9]1[CH:14]=[CH:13][C:12]([O:15][CH3:16])=[C:11]([O:17][CH2:18][CH2:19][CH2:20][O:21][CH3:22])[CH:10]=1)[CH2:5][OH:6])([CH3:3])[CH3:2] |f:1.2|. Procedure details: 186 g of 2(R)-isopropyl-3-[4-methoxy-3-(3-methoxypropyloxy)-phenyl]-propionic acid in 0.5 litre of tetrahydrofuran are added dropwise at room temperature to a stirred mixture of 27.2 g of sodium borohydride in 1.5 litres of tetrahydrofuran. After 45 minutes a solution of 76.2 g of iodine in 1 litre of tetrahydrofuran is added dropwise. The reaction mixture is stirred for 4 days and then 1 litre of methanol is carefully added dropwise. After evaporation of the solvent the residue is taken up in 2...